This data is from the Open Reaction Database (ORD), a public repository of structured organic reaction records. The task is: describe an organic reaction: reactants, conditions, products, and yield Starting materials: O=C([O-])[O-], CN(C)C=O, [Cl-], CC#CCOc1cc(Cl)ncn1, [K+], [K+], [NH4+], N#Cc1ccc(O)cc1. Product: CC#CCOc1cc(Oc2ccc(C#N)cc2)ncn1. As a reaction SMILES: [C:13](=[O:14])([O-:15])[O-:16].[CH3:30][N:31]([CH3:32])[CH:33]=[O:34].[Cl-:28].[Cl:1][c:2]1[n:3][cH:4][n:5][c:6]([O:8][CH2:9][C:10]#[C:11][CH3:12])[cH:7]1.[K+:17].[K+:18].[NH4+:29].[OH:19][c:20]1[cH:21][cH:22][c:23]([C:26]#[N:27])[cH:24][cH:25]1>>[c:2]1([O:19][c:20]2[cH:21][cH:22][c:23]([C:26]#[N:27])[cH:24][cH:25]2)[n:3][cH:4][n:5][c:6]([O:8][CH2:9][C:10]#[C:11][CH3:12])[cH:7]1. Starting materials: FC1=C(C=CC(=C1)F)O (2,4-Difluorophenol), C([O-])([O-])=O.[K+].[K+] (potassium carbonate), BrCC1=C(C#N)C(=CC=C1)[N+](=O)[O-] (2-bromomethyl-6-nitrobenzonitrile). Run in N1=CC=CC=C1 (pyridine), O (water), CN(C=O)C (dimethylformamide). Reaction conditions: temperature 0 celsius, time 1.5 hour. The product is FC1=C(OCC2=C(C#N)C(=CC=C2)[N+](=O)[O-])C=CC(=C1)F (2-(2,4-difluorophenoxymethyl)-6-nitrobenzonitrile). The yield is 68.5%. As a reaction SMILES: [F:1][C:2]1[CH:7]=[C:6]([F:8])[CH:5]=[CH:4][C:3]=1[OH:9].C(=O)([O-])[O-].[K+].[K+].Br[CH2:17][C:18]1[CH:25]=[CH:24][CH:23]=[C:22]([N+:26]([O-:28])=[O:27])[C:19]=1[C:20]#[N:21]>CN(C)C=O.N1C=CC=CC=1.O>[F:1][C:2]1[CH:7]=[C:6]([F:8])[CH:5]=[CH:4][C:3]=1[O:9][CH2:17][C:18]1[CH:25]=[CH:24][CH:23]=[C:22]([N+:26]([O-:28])=[O:27])[C:19]=1[C:20]#[N:21] |f:1.2.3|. Procedure details: 2,4-Difluorophenol (0.11 g, 0.83 mmol) and potassium carbonate were added to a cooled (0° C.) and stirred solution of 2-bromomethyl-6-nitrobenzonitrile [W. T. Ashton and J. B. Hynes, J. Med. Chem, 16, 1233 (1973)] (0.2 g, 0.83 mmol) in dimethylformamide under nitrogen atmosphere. The reaction mixture was stirred at 0° C. for 1.5 hours, then diluted with pyridine (1.5 mL), water, stirred for 1 hour, filtered and dried. Purification by silica gel chromatography (50% hexanes in dichloromethane) yie... The reactants are O=C(Cl)C(=O)Cl, ClCCl, O=C1C(O)=C(c2ccccc2)S(=O)(=O)N1Cc1ccc(OC(F)F)cc1, CN(C)C=O. The product is O=C1C(Cl)=C(c2ccccc2)S(=O)(=O)N1Cc1ccc(OC(F)F)cc1. RXN SMILES: [Cl:32][C:33]([C:34]([Cl:35])=[O:36])=[O:37].[Cl:38][CH2:39][Cl:40].[F:1][CH:2]([O:3][c:4]1[cH:5][cH:6][c:7]([CH2:8][N:9]2[S:10](=[O:22])(=[O:23])[C:11]([c:16]3[cH:17][cH:18][cH:19][cH:20][cH:21]3)=[C:12]([OH:15])[C:13]2=[O:14])[cH:24][cH:25]1)[F:26].[O:27]=[CH:28][N:29]([CH3:30])[CH3:31]>>[F:1][CH:2]([O:3][c:4]1[cH:5][cH:6][c:7]([CH2:8][N:9]2[S:10](=[O:22])(=[O:23])[C:11]([c:16]3[cH:17][cH:18][cH:19][cH:20][cH:21]3)=[C:12]([Cl:32])[C:13]2=[O:14])[cH:24][cH:25]1)[F:26]. Reactants: COCOC=1C=C(CO[Si](C)(C)C(C)(C)C)C=C(C1C\C=C\C1=CC=CC=C1)OCOC ([3,5-bis-methoxymethoxy-4-((E)-3-phenyl-allyl)-benzyloxy]-tert-butyl-dimethyl-silane), CCCC[N+](CCCC)(CCCC)CCCC.[F-] (TBAF), EtOAc petroleum ether. Solvent: C1CCOC1 (THF). Run at time 0.5 hour. Yields the product COCOC=1C=C(C=C(C1C\C=C\C1=CC=CC=C1)OCOC)CO ([3,5-Bis-methoxymethoxy-4-((E)-3-phenyl-allyl)-phenyl]-methanol). Isolated yield 108.9%. Reaction SMILES: [CH3:1][O:2][CH2:3][O:4][C:5]1[CH:6]=[C:7]([CH:17]=[C:18]([O:29][CH2:30][O:31][CH3:32])[C:19]=1[CH2:20]/[CH:21]=[CH:22]/[C:23]1[CH:28]=[CH:27][CH:26]=[CH:25][CH:24]=1)[CH2:8][O:9][Si](C(C)(C)C)(C)C.CCCC[N+](CCCC)(CCCC)CCCC.[F-]>C1COCC1>[CH3:32][O:31][CH2:30][O:29][C:18]1[CH:17]=[C:7]([CH2:8][OH:9])[CH:6]=[C:5]([O:4][CH2:3][O:2][CH3:1])[C:19]=1[CH2:20]/[CH:21]=[CH:22]/[C:23]1[CH:28]=[CH:27][CH:26]=[CH:25][CH:24]=1 |f:1.2|. Reported procedure: To a solution of [3,5-bis-methoxymethoxy-4-((E)-3-phenyl-allyl)-benzyloxy]-tert-butyl-dimethyl-silane (220d) (55 g, 0.12 mol) in THF (250 mL) was added TBAF (47.2 g, 0.18 mol) in one portion. The mixture was stirred at room temperature for 0.5 hr. TLC (EtOAc/petroleum ether=1/10) showed that the reaction was complete. The reaction mixture was washed with brine (50 mL) and the aqueous layer was extracted with EtOAc (2×100 mL). The combined organic layers were dried over Na2SO4 and concentrated in... Starting materials: CC=1N(C=CN1)C1=CC=C(COC=2C=C(C=CC2)C2(CCC2)C(=O)N)C=C1 (1-[3-[4-(2-methylimidazol-1-yl)benzyloxy]phenyl]cyclobutane-1-carboxamide), BrCCBr (1,2-dibromoethane). Product: CC=1N(C=CN1)C1=CC=C(COC=2C=C(C=CC2)C2(CC2)C(=O)N)C=C1 (1-[3-[4-(2-methylimidazol-1-yl)benzyloxy]phenyl]cyclopropane-1-carboxamide). As a reaction SMILES: [CH3:1][C:2]1[N:3]([C:7]2[CH:27]=[CH:26][C:10]([CH2:11][O:12][C:13]3[CH:14]=[C:15]([C:19]4([C:23]([NH2:25])=[O:24])[CH2:22]C[CH2:20]4)[CH:16]=[CH:17][CH:18]=3)=[CH:9][CH:8]=2)[CH:4]=[CH:5][N:6]=1.BrCCBr>>[CH3:1][C:2]1[N:3]([C:7]2[CH:27]=[CH:26][C:10]([CH2:11][O:12][C:13]3[CH:14]=[C:15]([C:19]4([C:23]([NH2:25])=[O:24])[CH2:22][CH2:20]4)[CH:16]=[CH:17][CH:18]=3)=[CH:9][CH:8]=2)[CH:4]=[CH:5][N:6]=1. Procedure details: The titled compound was prepared according to the procedure described for 1-[3-[4-(2-methylimidazol-1-yl)benzyloxy]phenyl]cyclobutane-1-carboxamide except that 1,2-dibromoethane was used in place of 1,3-dibromopropane (Example 20).